This data is from the Open Reaction Database (ORD), a public repository of structured organic reaction records. The task is: describe an organic reaction: reactants, conditions, products, and yield Reactants: CCN(C(C)C)C(C)C, CS(=O)c1nc(Cl)c2c(n1)N(c1c(F)cccc1F)C(=O)NC2, ClCCl, C1CCN(C2CCNCC2)CC1. The product is O=C1NCc2c(Cl)nc(N3CCC(N4CCCCC4)CC3)nc2N1c1c(F)cccc1F. Reaction SMILES: [CH:36]([N:37]([CH2:38][CH3:39])[CH:40]([CH3:41])[CH3:42])([CH3:43])[CH3:44].[Cl:1][c:2]1[c:3]2[c:4]([n:5][c:6]([S:8]([CH3:9])=[O:10])[n:7]1)[N:11]([c:16]1[c:17]([F:23])[cH:18][cH:19][cH:20][c:21]1[F:22])[C:12](=[O:15])[NH:13][CH2:14]2.[Cl:45][CH2:46][Cl:47].[N:24]1([CH:30]2[CH2:31][CH2:32][NH:33][CH2:34][CH2:35]2)[CH2:25][CH2:26][CH2:27][CH2:28][CH2:29]1>>[Cl:1][c:2]1[c:3]2[c:4]([n:5][c:6]([N:33]3[CH2:32][CH2:31][CH:30]([N:24]4[CH2:25][CH2:26][CH2:27][CH2:28][CH2:29]4)[CH2:35][CH2:34]3)[n:7]1)[N:11]([c:16]1[c:17]([F:23])[cH:18][cH:19][cH:20][c:21]1[F:22])[C:12](=[O:15])[NH:13][CH2:14]2.